This data is from the Open Reaction Database (ORD), a public repository of structured organic reaction records. The task is: describe an organic reaction: reactants, conditions, products, and yield Yields the product CC(CNS(C)(=O)=O)c1ccc(-c2ccc(C=O)cc2)cc1. The reactants are O=C([O-])[O-], CC(CNS(C)(=O)=O)c1ccc(Br)cc1, Cc1ccccc1, O=Cc1ccc(B(O)O)cc1, [K+], [K+], O, c1ccc(P(c2ccccc2)(c2ccccc2)[Pd](P(c2ccccc2)(c2ccccc2)c2ccccc2)(P(c2ccccc2)(c2ccccc2)c2ccccc2)P(c2ccccc2)(c2ccccc2)c2ccccc2)cc1. Reaction SMILES: [C:27](=[O:28])([O-:29])[O-:30].[CH3:1][S:2](=[O:3])(=[O:4])[NH:5][CH2:6][CH:7]([CH3:8])[c:9]1[cH:10][cH:11][c:12]([Br:15])[cH:13][cH:14]1.[CH3:34][c:35]1[cH:36][cH:37][cH:38][cH:39][cH:40]1.[CH:16](=[O:17])[c:18]1[cH:19][cH:20][c:21]([B:24]([OH:25])[OH:26])[cH:22][cH:23]1.[K+:31].[K+:32].[OH2:33].[cH:41]1[cH:42][cH:43][c:44]([P:45]([Pd:46]([P:47]([c:48]2[cH:49][cH:50][cH:51][cH:52][cH:53]2)([c:54]2[cH:55][cH:56][cH:57][cH:58][cH:59]2)[c:60]2[cH:61][cH:62][cH:63][cH:64][cH:65]2)([P:66]([c:67]2[cH:68][cH:69][cH:70][cH:71][cH:72]2)([c:73]2[cH:74][cH:75][cH:76][cH:77][cH:78]2)[c:79]2[cH:80][cH:81][cH:82][cH:83][cH:84]2)[P:85]([c:86]2[cH:87][cH:88][cH:89][cH:90][cH:91]2)([c:92]2[cH:93][cH:94][cH:95][cH:96][cH:97]2)[c:98]2[cH:99][cH:100][cH:101][cH:102][cH:103]2)([c:104]2[cH:105][cH:106][cH:107][cH:108][cH:109]2)[c:110]2[cH:111][cH:112][cH:113][cH:114][cH:115]2)[cH:116][cH:117]1>>[CH3:1][S:2](=[O:3])(=[O:4])[NH:5][CH2:6][CH:7]([CH3:8])[c:9]1[cH:10][cH:11][c:12](-[c:21]2[cH:20][cH:19][c:18]([CH:16]=[O:17])[cH:23][cH:22]2)[cH:13][cH:14]1.